Task: describe an organic reaction: reactants, conditions, products, and yield. Dataset: the Open Reaction Database (ORD), a public repository of structured organic reaction records Starting materials: BrC1=C(C=CC=C1)C(C)=O (2'-bromoacetophenone), CC1=CC=C(C=C1)[Sn](C)(C)C (4-methylphenyltrimethylstannane), O (water). The reagents and catalysts are Cl[Pd]([P](C1=CC=CC=C1)(C2=CC=CC=C2)C3=CC=CC=C3)([P](C4=CC=CC=C4)(C5=CC=CC=C5)C6=CC=CC=C6)Cl (bis(triphenylphosphine)palladium(II) chloride). Run in CN(C=O)C (dimethylformamide). Reaction conditions: temperature 150 celsius. Product: CC1=CC=C(C=C1)C1=C(C=CC=C1)C(C)=O (4-Methyl-2'-acetyl-1,1'-biphenyl). Yield: 71.2%. RXN SMILES: Br[C:2]1[CH:7]=[CH:6][CH:5]=[CH:4][C:3]=1[C:8](=[O:10])[CH3:9].[CH3:11][C:12]1[CH:17]=[CH:16][C:15]([Sn](C)(C)C)=[CH:14][CH:13]=1.O>CN(C)C=O.Cl[Pd](Cl)([P](C1C=CC=CC=1)(C1C=CC=CC=1)C1C=CC=CC=1)[P](C1C=CC=CC=1)(C1C=CC=CC=1)C1C=CC=CC=1>[CH3:11][C:12]1[CH:17]=[CH:16][C:15]([C:2]2[CH:7]=[CH:6][CH:5]=[CH:4][C:3]=2[C:8](=[O:10])[CH3:9])=[CH:14][CH:13]=1 |^1:30,49|. Reported procedure: A vigorously stirred solution of 13.25 g (66 mmol) of 2'-bromoacetophenone and 22.8 g (89 mmol) of 4-methylphenyltrimethylstannane in 190 mL of dimethylformamide under a nitrogen atmosphere was treated with 8.64 g (12 mmol) of bis(triphenylphosphine)palladium(II) chloride and the resulting mixture heated at 150° C. for 6 hours. The reaction mixture was cooled, poured into water (1000 mL) and the resultant suspension extracted with ethyl ether. The combined extracts were washed with water (4×), d... The reactants are O=Cc1ccc(Sc2cccc(OCc3ccccc3)c2)cc1Cl, CCOC(=O)CP(=O)(OCC)OCC. Product: CCOC(=O)C=Cc1ccc(Sc2cccc(OCc3ccccc3)c2)cc1Cl. Reaction SMILES: [CH2:1]([c:2]1[cH:3][cH:4][cH:5][cH:6][cH:7]1)[O:8][c:9]1[cH:10][c:11]([S:15][c:16]2[cH:17][c:18]([Cl:24])[c:19]([CH:20]=[O:21])[cH:22][cH:23]2)[cH:12][cH:13][cH:14]1.[CH2:25]([O:26][P:27]([O:28][CH2:29][CH3:30])(=[O:31])[CH2:33][C:34](=[O:35])[O:36][CH2:37][CH3:38])[CH3:32]>>[CH2:1]([c:2]1[cH:3][cH:4][cH:5][cH:6][cH:7]1)[O:8][c:9]1[cH:10][c:11]([S:15][c:16]2[cH:17][c:18]([Cl:24])[c:19]([CH:20]=[CH:33][C:34](=[O:35])[O:36][CH2:37][CH3:38])[cH:22][cH:23]2)[cH:12][cH:13][cH:14]1.